Dataset: the Open Reaction Database (ORD), a public repository of structured organic reaction records. Task: describe an organic reaction: reactants, conditions, products, and yield The product is COCCN1CCN(CC1)C=1SC=C(N1)C1=CC=C(C(=O)O)C=C1 (4-{2-[4-(2-Methoxy-ethyl)-piperazin-1-yl]-thiazol-4-yl}-benzoic acid). Conditions: temperature 50 celsius, time 1.5 hour. Isolated yield 51.8%. The solvent is C(C)#N (acetonitrile), C(C)(=O)[O-].[Na+] (sodium acetate), Cl (hydrochloric acid). RXN SMILES: [CH3:1][O:2][C:3](OC)(OC)[CH3:4].[N:9]1([C:15]2[S:16][CH:17]=[C:18]([C:20]3[CH:28]=[CH:27][C:23]([C:24]([OH:26])=[O:25])=[CH:22][CH:21]=3)[N:19]=2)[CH2:14][CH2:13][NH:12][CH2:11][CH2:10]1.C([BH3-])#N.[Na+]>Cl.C(#N)C.C([O-])(=O)C.[Na+]>[CH3:1][O:2][CH2:3][CH2:4][N:12]1[CH2:13][CH2:14][N:9]([C:15]2[S:16][CH:17]=[C:18]([C:20]3[CH:21]=[CH:22][C:23]([C:24]([OH:26])=[O:25])=[CH:27][CH:28]=3)[N:19]=2)[CH2:10][CH2:11]1 |f:2.3,6.7|. Procedure: 4-[4-(4-Carboxy-phenyl)-thiazol-2-yl]-piperazine-1-carboxylic acid tert-butyl ester (5.0 mmol) was dissolved in hydrochloric acid in dioxane (4N, 25 ml) and the reaction stirred at RT for 2 h. The reaction was concentrated in vacuo to yield 4-(2-piperazin-1-yl-thiazol-4-yl)-benzoic acid. Trimethoxyethane (6.5 mmol) was dissolved in aqueous hydrochloric acid (1N, 10 ml) and the reaction heated at 50° C. for 1.5 h. The reaction was allowed to cool to RT and was then added to a suspension of 4-(2-p... The reactants are N1(CCNCC1)C=1SC=C(N1)C1=CC=C(C(=O)O)C=C1 (4-(2-piperazin-1-yl-thiazol-4-yl)-benzoic acid), COC(C)(OC)OC (Trimethoxyethane), C(#N)[BH3-].[Na+] (Sodium cyanoborohydride). Reactants: FC1=CC=C(C=C1)N1N=CC(=C1O)C(=O)OCC (Ethyl 1-(4-fluorophenyl)-5-hydroxypyrazole-4-carboxylate), NC=1C=CC(=C(C#N)C1)OCC(C)C (5-amino-2-isobutoxybenzonitrile). The solvent is N1=CC=CC=C1 (pyridine). Conditions: temperature 120 celsius, time 4 hour. Yields the product C(#N)C=1C=C(C=CC1OCC(C)C)NC(=O)C=1C=NN(C1O)C1=CC=C(C=C1)F (N-(3-Cyano-4-isobutoxyphenyl)-1-(4-fluorophenyl)-5-hydroxypyrazole-4-carboxamide). The yield is 12.7%. As a reaction SMILES: [F:1][C:2]1[CH:7]=[CH:6][C:5]([N:8]2[C:12]([OH:13])=[C:11]([C:14]([O:16]CC)=O)[CH:10]=[N:9]2)=[CH:4][CH:3]=1.[NH2:19][C:20]1[CH:21]=[CH:22][C:23]([O:28][CH2:29][CH:30]([CH3:32])[CH3:31])=[C:24]([CH:27]=1)[C:25]#[N:26]>N1C=CC=CC=1>[C:25]([C:24]1[CH:27]=[C:20]([NH:19][C:14]([C:11]2[CH:10]=[N:9][N:8]([C:5]3[CH:4]=[CH:3][C:2]([F:1])=[CH:7][CH:6]=3)[C:12]=2[OH:13])=[O:16])[CH:21]=[CH:22][C:23]=1[O:28][CH2:29][CH:30]([CH3:31])[CH3:32])#[N:26]. Reported procedure: Ethyl 1-(4-fluorophenyl)-5-hydroxypyrazole-4-carboxylate (1 g) and 5-amino-2-isobutoxybenzonitrile (0.8 g) were added to pyridine (10 ml) and the mixture was stirred at 120° C. for 4 h. After evaporation of the solvent under reduced pressure, hydrochloric acid was added to the residue and the mixture was extracted with chloroform. The organic layer was washed with saturated brine and dried over anhydrous magnesium sulfate, after which the solvent was evaporated under reduced pressure. Diisopropy... The reactants are N#Cc1c(N)sc(C=O)c1Cl, [Na+], O, O=S([O-])c1ccccc1. The product is N#Cc1c(N)sc(C=O)c1S(=O)(=O)c1ccccc1. Reaction SMILES: [NH2:11][c:12]1[s:13][c:14]([CH:20]=[O:21])[c:15]([Cl:19])[c:16]1[C:17]#[N:18].[Na+:10].[OH2:22].[c:1]1([S:7](=[O:8])[O-:9])[cH:2][cH:3][cH:4][cH:5][cH:6]1>>[c:1]1([S:7](=[O:8])(=[O:9])[c:15]2[c:14]([CH:20]=[O:21])[s:13][c:12]([NH2:11])[c:16]2[C:17]#[N:18])[cH:2][cH:3][cH:4][cH:5][cH:6]1. Starting materials: Cl, Cl, c1ccncc1, COc1ccc2c(CCCCN3CC=C(c4cccs4)CC3)c[nH]c2c1. Product: Oc1ccc2c(CCCCN3CC=C(c4cccs4)CC3)c[nH]c2c1. Reaction SMILES: [ClH:1].[ClH:28].[n:29]1[cH:30][cH:31][cH:32][cH:33][cH:34]1.[s:2]1[c:3]([C:7]2=[CH:12][CH2:11][N:10]([CH2:13][CH2:14][CH2:15][CH2:16][c:17]3[cH:18][nH:19][c:20]4[cH:21][c:22]([O:26][CH3:27])[cH:23][cH:24][c:25]34)[CH2:9][CH2:8]2)[cH:4][cH:5][cH:6]1>>[s:2]1[c:3]([C:7]2=[CH:12][CH2:11][N:10]([CH2:13][CH2:14][CH2:15][CH2:16][c:17]3[cH:18][nH:19][c:20]4[cH:21][c:22]([OH:26])[cH:23][cH:24][c:25]34)[CH2:9][CH2:8]2)[cH:4][cH:5][cH:6]1.